Dataset: the Open Reaction Database (ORD), a public repository of structured organic reaction records. Task: describe an organic reaction: reactants, conditions, products, and yield Reactants: FC1=CC=C(CN)C=C1 (4-fluorobenzylamine), ClC=1C2=C(N=C(N1)C1=CC=NC=C1)SC(=C2)CC (4-chloro-2-(pyridin-4-yl)-6-ethyl-thieno-[2,3-d]-pyrimidine). Product: N1=CC=C(C=C1)C=1N=C(C2=C(N1)SC(=C2)CC)NCC2=CC=C(C=C2)F (2-(pyridin-4-yl)-4-(4-fluorobenzylamino)-6-ethyl-thieno-[2,3-d]-pyrimidine). Reaction SMILES: [F:1][C:2]1[CH:9]=[CH:8][C:5]([CH2:6][NH2:7])=[CH:4][CH:3]=1.Cl[C:11]1[C:12]2[CH:25]=[C:24]([CH2:26][CH3:27])[S:23][C:13]=2[N:14]=[C:15]([C:17]2[CH:22]=[CH:21][N:20]=[CH:19][CH:18]=2)[N:16]=1>>[N:20]1[CH:19]=[CH:18][C:17]([C:15]2[N:16]=[C:11]([NH:7][CH2:6][C:5]3[CH:8]=[CH:9][C:2]([F:1])=[CH:3][CH:4]=3)[C:12]3[CH:25]=[C:24]([CH2:26][CH3:27])[S:23][C:13]=3[N:14]=2)=[CH:22][CH:21]=1. Procedure details: With the procedure of Example 1, the reaction of 4-fluorobenzylamine with 4-chloro-2-(pyridin-4-yl)-6-ethyl-thieno-[2,3-d]-pyrimidine yields 2-(pyridin-4-yl)-4-(4-fluorobenzylamino)-6-ethyl-thieno-[2,3-d]-pyrimidine. Reported procedure: A mixture of 4,4-diphenyl-2-cyclopentenyl chloride (0.20 g), t-butylamine (2 ml) and a catalytic amount of sodium iodide in acetone (4 ml) was refluxed for 15 hours and cooled. The mixture was evaporated in vacuo and water was added thereto extracted with ethyl acetate. The extract was washed with brine, dried over sodium sulfate and evaporated in vacuo. The residue was purified by column chromatography on silica gel with a mixture of chloroform and methanol as an eluent to give N-t-butyl-4,4-di... Yields the product C(C)(C)(C)NC1C=CC(C1)(C1=CC=CC=C1)C1=CC=CC=C1 (N-t-butyl-4,4-diphenyl-2-cyclopentenylamine). As a reaction SMILES: [C:1]1([C:7]2([C:13]3[CH:18]=[CH:17][CH:16]=[CH:15][CH:14]=3)[CH2:11][CH:10](Cl)[CH:9]=[CH:8]2)[CH:6]=[CH:5][CH:4]=[CH:3][CH:2]=1.[C:19]([NH2:23])([CH3:22])([CH3:21])[CH3:20].[I-].[Na+]>CC(C)=O>[C:19]([NH:23][CH:10]1[CH2:11][C:7]([C:13]2[CH:18]=[CH:17][CH:16]=[CH:15][CH:14]=2)([C:1]2[CH:6]=[CH:5][CH:4]=[CH:3][CH:2]=2)[CH:8]=[CH:9]1)([CH3:22])([CH3:21])[CH3:20] |f:2.3|. Starting materials: C1(=CC=CC=C1)C1(C=CC(C1)Cl)C1=CC=CC=C1 (4,4-diphenyl-2-cyclopentenyl chloride), C(C)(C)(C)N (t-butylamine), [I-].[Na+] (sodium iodide). Run in CC(=O)C (acetone). The reactants are Cl (HCl), ClC=1N=NC(=CC1)I (3-Chloro-6-iodopyridazine), C(C)(C)[Mg]Cl (iPrMgCl), FC1=C(C=CC(=C1)F)C=1N=C2OC=CN2C1I (6-(2,4-difluorophenyl)-5-iodoimidazo[2,1-b]oxazole). Reagents/catalysts: C=1C=CC(=CC1)[P](C=2C=CC=CC2)(C=3C=CC=CC3)[Pd]([P](C=4C=CC=CC4)(C=5C=CC=CC5)C=6C=CC=CC6)([P](C=7C=CC=CC7)(C=8C=CC=CC8)C=9C=CC=CC9)[P](C=1C=CC=CC1)(C=1C=CC=CC1)C=1C=CC=CC1 (Pd(PPh3)4), [Cl-].[Zn+2].[Cl-] (zinc chloride). Solvent: C(Cl)Cl (DCM), CN(C)C=O (DMF), C1CCOC1 (THF), C1CCOC1 (THF). Run at temperature -30 celsius, time 15 minute. The product is ClC1=CC=C(N=N1)C1=C(N=C2OC=CN21)C2=C(C=C(C=C2)F)F (5-(6-Chloropyridazin-3-yl)-6-(2,4-difluorophenyl)imidazo[2,1-b]oxazole). The yield is 35.4%. Reaction SMILES: [F:1][C:2]1[CH:7]=[C:6]([F:8])[CH:5]=[CH:4][C:3]=1[C:9]1[N:10]=[C:11]2[N:15]([C:16]=1I)[CH:14]=[CH:13][O:12]2.C([Mg]Cl)(C)C.[Cl:23][C:24]1[N:25]=[N:26][C:27](I)=[CH:28][CH:29]=1.Cl>C1COCC1.[Cl-].[Zn+2].[Cl-].C1C=CC([P]([Pd]([P](C2C=CC=CC=2)(C2C=CC=CC=2)C2C=CC=CC=2)([P](C2C=CC=CC=2)(C2C=CC=CC=2)C2C=CC=CC=2)[P](C2C=CC=CC=2)(C2C=CC=CC=2)C2C=CC=CC=2)(C2C=CC=CC=2)C2C=CC=CC=2)=CC=1.C(Cl)Cl.CN(C=O)C>[Cl:23][C:24]1[N:25]=[N:26][C:27]([C:16]2[N:15]3[C:11]([O:12][CH:13]=[CH:14]3)=[N:10][C:9]=2[C:3]2[CH:4]=[CH:5][C:6]([F:8])=[CH:7][C:2]=2[F:1])=[CH:28][CH:29]=1 |f:5.6.7,^1:43,45,64,83|. Reported procedure: To a flask was added 6-(2,4-difluorophenyl)-5-iodoimidazo[2,1-b]oxazole (10.0 g, 28.9 mmol, Preparation #C.1) and THF (50 mL). The mixture was cooled to about −30° C. and then a solution of iPrMgCl (2.0 M in THF, 15.2 mL, 30.3 mmol) was added dropwise. The reaction mixture was stirred about 15 min at about 0° C. and then a solution of zinc chloride (4.73 g, 34.7 mmol) in THF (50 mL) was added dropwise. The reaction mixture was stirred at about 0° C. for about 30 min. To a second flask was added ...